This data is from the Open Reaction Database (ORD), a public repository of structured organic reaction records. The task is: describe an organic reaction: reactants, conditions, products, and yield Starting materials: NC1=NC(=C(C(=N1)N)C1=C(C=C(C(=C1)[N+](=O)[O-])Cl)Cl)C (2,4-diamino-5-(2,4-dichloro-5-nitrophenyl)-6-methylpyrimidine). The reagents and catalysts are O=[Pt]=O (Adam's catalyst). Run in C(C)(=O)OCC (ethyl acetate), C(C)(=O)O (acetic acid). Yields the product NC1=NC(=C(C(=N1)N)C1=C(C=C(C(=C1)N)Cl)Cl)C (2,4-Diamino-5-(5-amino-2,4-dichlorophenyl)-6-methylpyrimidine). RXN SMILES: [NH2:1][C:2]1[N:7]=[C:6]([NH2:8])[C:5]([C:9]2[CH:14]=[C:13]([N+:15]([O-])=O)[C:12]([Cl:18])=[CH:11][C:10]=2[Cl:19])=[C:4]([CH3:20])[N:3]=1>C(O)(=O)C.O=[Pt]=O.C(OCC)(=O)C>[NH2:1][C:2]1[N:7]=[C:6]([NH2:8])[C:5]([C:9]2[CH:14]=[C:13]([NH2:15])[C:12]([Cl:18])=[CH:11][C:10]=2[Cl:19])=[C:4]([CH3:20])[N:3]=1. Reported procedure: 2,4-diamino-5-(2,4-dichloro-5-nitrophenyl)-6-methylpyrimidine (4.80 g, 15mmol) was dissolved in glacial acetic acid (18 ml). This solution and 10 mg of Adam's catalyst was stirred under an atmosphere of hydrogen at room temperature for 4 hours. The catalyst was filtered off and the acetic acid was evaporated. The colourless liquid obtained was dissolved in ethyl acetate and washed 3 times with water. After evaporating the ethyl acetate, a white solid was obtained (2.64 g, 9 mmol). The reactants are COC(=O)CC#N, COc1ccc2c(c1)C(=O)C(=O)N2. Product: COC(=O)C(C#N)=C1C(=O)Nc2ccc(OC)cc21. Reaction SMILES: [CH3:14][O:15][C:16](=[O:17])[CH2:18][C:19]#[N:20].[CH3:1][O:2][c:3]1[cH:4][c:5]2[c:9]([cH:10][cH:11]1)[NH:8][C:7](=[O:12])[C:6]2=[O:13]>>[CH3:1][O:2][c:3]1[cH:4][c:5]2[c:9]([cH:10][cH:11]1)[NH:8][C:7](=[O:12])[C:6]2=[C:18]([C:16]([O:15][CH3:14])=[O:17])[C:19]#[N:20]. The reactants are CCO, CNC(=O)c1cccc(C2=CC(Cl)NN=C2)c1, N. The product is CNC(=O)c1cccc(C2=CC(N)NN=C2)c1. Reaction SMILES: [CH3:19][CH2:20][OH:21].[Cl:1][CH:2]1[CH:3]=[C:4]([c:8]2[cH:9][c:10]([C:11](=[O:12])[NH:13][CH3:14])[cH:15][cH:16][cH:17]2)[CH:5]=[N:6][NH:7]1.[NH3:18]>>[CH:2]1([NH2:18])[CH:3]=[C:4]([c:8]2[cH:9][c:10]([C:11](=[O:12])[NH:13][CH3:14])[cH:15][cH:16][cH:17]2)[CH:5]=[N:6][NH:7]1. The reactants are ClCCl, COCCc1nc2c(N)nc3ccccc3c2n1CCCCCCCCN, O=C=Nc1ccccc1. Product: COCCc1nc2c(N)nc3ccccc3c2n1CCCCCCCCNC(=O)Nc1ccccc1. Reaction SMILES: [Cl:37][CH2:38][Cl:39].[NH2:1][CH2:2][CH2:3][CH2:4][CH2:5][CH2:6][CH2:7][CH2:8][CH2:9][n:10]1[c:11]([CH2:24][CH2:25][O:26][CH3:27])[n:12][c:13]2[c:14]([NH2:23])[n:15][c:16]3[cH:17][cH:18][cH:19][cH:20][c:21]3[c:22]12.[O:28]=[C:29]=[N:30][c:31]1[cH:32][cH:33][cH:34][cH:35][cH:36]1>>[NH:1]([CH2:2][CH2:3][CH2:4][CH2:5][CH2:6][CH2:7][CH2:8][CH2:9][n:10]1[c:11]([CH2:24][CH2:25][O:26][CH3:27])[n:12][c:13]2[c:14]([NH2:23])[n:15][c:16]3[cH:17][cH:18][cH:19][cH:20][c:21]3[c:22]12)[C:29](=[O:28])[NH:30][c:31]1[cH:32][cH:33][cH:34][cH:35][cH:36]1. Reactants: CC1Cc2cc3c(cc2C(c2ccc([N+](=O)[O-])cc2)O1)OCO3, CS(C)=O, CN(C)C=O, Cl, [Na+], [OH-]. Product: CC1Cc2cc3c(cc2C(O)(c2ccc([N+](=O)[O-])cc2)O1)OCO3. As a reaction SMILES: [CH3:1][CH:2]1[O:3][CH:4]([c:15]2[cH:16][cH:17][c:18]([N+:21](=[O:22])[O-:23])[cH:19][cH:20]2)[c:5]2[c:6]([cH:8][c:9]3[c:10]([cH:11]2)[O:12][CH2:13][O:14]3)[CH2:7]1.[CH3:24][S:25](=[O:26])[CH3:27].[CH3:31][N:32]([CH3:33])[CH:34]=[O:35].[ClH:30].[Na+:29].[OH-:28]>>[CH3:1][CH:2]1[O:3][C:4]([c:15]2[cH:16][cH:17][c:18]([N+:21](=[O:22])[O-:23])[cH:19][cH:20]2)([OH:26])[c:5]2[c:6]([cH:8][c:9]3[c:10]([cH:11]2)[O:12][CH2:13][O:14]3)[CH2:7]1. The reactants are C([O-])(O)=O.[Na+] (Sodium bicarbonate), lactam, imine, C(C1=CC=CC=C1)N (benzylamine), OC1C(NC(C1O)CO)=O (3,4-Dihydroxy-5-hydroxymethyl-2-pyrrolidone), C(#N)[BH3-].[Na+] (Sodium cyanoborohydride), Tri-O-acetyl D-erythro-4-pentulosonic acid methyl ester. The solvent is O (water), C(C)(=O)O (acetic acid), CO (methanol). Run at temperature 70 celsius, time 24 hour. Yields the product C(C1=CC=CC=C1)N1C([C@@H]([C@@H]([C@H]1CO)O)O)=O (N-benzyl (3R,4R,5R)-3,4-dihydroxy-5-hydroxymethyl-2-pyrrolidone). RXN SMILES: [CH2:1]([NH2:8])[C:2]1[CH:7]=[CH:6][CH:5]=[CH:4][CH:3]=1.C([BH3-])#N.[Na+].[OH:13][CH:14]1[CH:18]([OH:19])[CH:17]([CH2:20][OH:21])N[C:15]1=[O:22].C(=O)(O)[O-].[Na+]>CO.O.C(O)(=O)C>[CH2:1]([N:8]1[C@H:17]([CH2:20][OH:21])[C@@H:18]([OH:19])[C@@H:14]([OH:13])[C:15]1=[O:22])[C:2]1[CH:7]=[CH:6][CH:5]=[CH:4][CH:3]=1 |f:1.2,4.5|. Procedure details: Tri-O-acetyl D-erythro-4-pentulosonic acid methyl ester 6 (15.2 g) was dissolved in methanol (85 ml) and acetic acid (3.1 g) and benzylamine (5.4 g) added. Sodium cyanoborohydride (3.1 g) was then added and the mixture kept at room temperature for 24 hours to reduce the imine to an amine 3. Sodium bicarbonate (6 g) and water 20 ml was added and the mixture heated for 4 hours at 70° C. to effect cyclization to the lactam 7. The mixture was concentrated to a syrup and partitioned between ethyl ace... Starting materials: C(C)(=O)O[C@@H]1C[C@H]2[C@@H]3CC[C@H]([C@@H](CCCC(C)C)C)[C@]3(CC[C@@H]2[C@]2(C[C@H](C(CC12)=O)F)C)C (6β-Acetoxy-2α-fluorocholestan-3-one), [BH4-].[Na+] (sodium borohydride), O (water), C(C)(=O)OCC (ethyl acetate). Solvent: C1CCOC1 (THF), CO (methanol). Run at time 1 hour. The product is C(C)(=O)O[C@@H]1C[C@H]2[C@@H]3CC[C@H]([C@@H](CCCC(C)C)C)[C@]3(CC[C@@H]2[C@]2(C[C@H]([C@H](CC12)O)F)C)C (6β-acetoxy-2α-fluoro-3α-hydroxycholestane). Yield: 19.9%. Reaction SMILES: [C:1]([O:4][C@H:5]1[CH:29]2[C@:24]([CH3:32])([CH2:25][C@@H:26]([F:31])[C:27](=[O:30])[CH2:28]2)[C@@H:23]2[C@H:7]([C@H:8]3[C@:20]([CH3:33])([CH2:21][CH2:22]2)[C@@H:11]([C@H:12]([CH3:19])[CH2:13][CH2:14][CH2:15][CH:16]([CH3:18])[CH3:17])[CH2:10][CH2:9]3)[CH2:6]1)(=[O:3])[CH3:2].[BH4-].[Na+].O.C(OCC)(=O)C>C1COCC1.CO>[C:1]([O:4][C@H:5]1[CH:29]2[C@:24]([CH3:32])([CH2:25][C@@H:26]([F:31])[C@@H:27]([OH:30])[CH2:28]2)[C@@H:23]2[C@H:7]([C@H:8]3[C@:20]([CH3:33])([CH2:21][CH2:22]2)[C@@H:11]([C@H:12]([CH3:19])[CH2:13][CH2:14][CH2:15][CH:16]([CH3:18])[CH3:17])[CH2:10][CH2:9]3)[CH2:6]1)(=[O:3])[CH3:2] |f:1.2|. Reported procedure: To a solution of the fluoroketone (3) (270 mg) in THF (24 ml) was added sodium borohydride (90 mg) in methanol (6 ml) at room temperature and the mixture was stirred at room temperature for 1 hr. To the reaction mixture were added water and ethyl acetate and the excess reagent was quenched with 2N-HCl. The organic phase was washed with saturated NaHCO3 and brine, and dried over MgSO4. The crude mixture obtained upon evaporation of the solvent was separated by column chromatography on silica gel ...